Dataset: the Open Reaction Database (ORD), a public repository of structured organic reaction records. Task: describe an organic reaction: reactants, conditions, products, and yield The reactants are CC=1C=C(OCC(C)Cl)C=C(C1)C (1-(3,5-dimethylphenoxy)-2-chloropropane), [I-].[Na+] (sodium iodide), Cl (hydrochloric acid), [NH4+].[OH-] (ammonia aqueous). Solvent: C(C)O (ethanol), C(C)OCC (diethyl ether), O (water). Reaction conditions: temperature 130 celsius, time 8 hour. Product: CC=1C=C(OCC(C)N)C=C(C1)C (1-(3,5-dimethylphenoxy)-2-aminopropane). The yield is 83.7%. RXN SMILES: [CH3:1][C:2]1[CH:3]=[C:4]([CH:10]=[C:11]([CH3:13])[CH:12]=1)[O:5][CH2:6][CH:7](Cl)[CH3:8].[I-].[Na+].[NH4+:16].[OH-].Cl>C(OCC)C.O.C(O)C>[CH3:1][C:2]1[CH:3]=[C:4]([CH:10]=[C:11]([CH3:13])[CH:12]=1)[O:5][CH2:6][CH:7]([NH2:16])[CH3:8] |f:1.2,3.4|. Procedure: A 100 ml autoclave was charged with 1.96 g (9.8 mmol) of 1-(3,5-dimethylphenoxy)-2-chloropropane, 10 ml of ethanol and 0.2 g of sodium iodide, and then 40 ml of a 28% ammonia aqueous solution was added. The mixture was continuously stirred at 130° C. for 8 hours to complete the reaction. After allowed to cool, the reaction mixture was transferred into a 500 ml beaker with 50 ml of water and 20 ml of diethyl ether. A 20% hydrochloric acid aqueous solution was added to the reaction mixture until i... Starting materials: CN(CCN)C (N,N-Dimethylethylenediamine), CCN=C=NCCCN(C)C (WSC), C=1C=CC2=C(C1)N=NN2O (HOBt), C(C1=CC=CC=C1)OC(=O)NC1=CC=C(C=C1)CC(=O)O (2-[4-[[(benzyloxy)carbonyl]amino]phenyl]acetic acid). Run in O (water), C(C)(=O)OCC (ethyl acetate), O1CCCC1 (tetrahydrofuran), C(C)N(CC)CC (triethylamine). Reaction conditions: time 20 hour. The product is CN(CCNC(CC1=CC=C(C=C1)NC(OCC1=CC=CC=C1)=O)=O)C (Benzyl 4-[2-[[2-(dimethylamino)ethyl]amino]-2-oxoethyl]phenylcarbamate). As a reaction SMILES: [CH3:1][N:2]([CH3:6])[CH2:3][CH2:4][NH2:5].CCN=C=NCCCN(C)C.C1C=CC2N(O)N=NC=2C=1.[CH2:28]([O:35][C:36]([NH:38][C:39]1[CH:44]=[CH:43][C:42]([CH2:45][C:46](O)=[O:47])=[CH:41][CH:40]=1)=[O:37])[C:29]1[CH:34]=[CH:33][CH:32]=[CH:31][CH:30]=1>C(OCC)(=O)C.O.O1CCCC1.C(N(CC)CC)C>[CH3:1][N:2]([CH3:6])[CH2:3][CH2:4][NH:5][C:46](=[O:47])[CH2:45][C:42]1[CH:41]=[CH:40][C:39]([NH:38][C:36](=[O:37])[O:35][CH2:28][C:29]2[CH:30]=[CH:31][CH:32]=[CH:33][CH:34]=2)=[CH:44][CH:43]=1. Procedure details: N,N-Dimethylethylenediamine (0.64 ml), WSC (1.31 g), HOBt (1.05 g), and triethylamine (2.4 ml) were added to a tetrahydrofuran (50 ml) solution of 2-[4-[[(benzyloxy)carbonyl]amino]phenyl]acetic acid (1.5 g) obtained in Reference Example 90. After stirring for 20 hours, the reaction mixture was poured into water, and extraction was conducted using ethyl acetate. The organic layer was washed with water, saturated aqueous sodium bicarbonate solution, and saturated aqueous sodium chloride solution, ... Starting materials: Cc1c(NC(=O)NC2CC2)ccc(Oc2ccnc3cc(OCC4CO4)c(C#N)cc23)c1C, C1CCNC1, C1CCOC1. Yields the product Cc1c(NC(=O)NC2CC2)ccc(Oc2ccnc3cc(OCC(O)CN4CCCC4)c(C#N)cc23)c1C. RXN SMILES: [C:6](#[N:7])[c:8]1[cH:9][c:10]2[c:11]([O:23][c:24]3[c:25]([CH3:38])[c:26]([CH3:37])[c:27]([NH:30][C:31](=[O:32])[NH:33][CH:34]4[CH2:35][CH2:36]4)[cH:28][cH:29]3)[cH:12][cH:13][n:14][c:15]2[cH:16][c:17]1[O:18][CH2:19][CH:20]1[O:21][CH2:22]1.[CH2:1]1[CH2:2][CH2:3][NH:4][CH2:5]1.[O:39]1[CH2:40][CH2:41][CH2:42][CH2:43]1>>[CH2:1]1[CH2:2][CH2:3][N:4]([CH2:22][CH:20]([CH2:19][O:18][c:17]2[c:8]([C:6]#[N:7])[cH:9][c:10]3[c:11]([O:23][c:24]4[c:25]([CH3:38])[c:26]([CH3:37])[c:27]([NH:30][C:31](=[O:32])[NH:33][CH:34]5[CH2:35][CH2:36]5)[cH:28][cH:29]4)[cH:12][cH:13][n:14][c:15]3[cH:16]2)[OH:21])[CH2:5]1. The reactants are CC1=NC=CC(=C1)C1=CC=C(C=C1)CC(=O)NC1=NC=C(C=C1)N1CCNCC1 (2-(4-(2-methylpyridin-4-yl)phenyl)-N-(5-(piperazin-1-yl)pyridin-2-yl)acetamide), CCN(C(C)C)C(C)C (DIEA), ClC(=O)OC (methyl chloroformate). The solvent is C1CCOC1 (THF). Conditions: time 40 minute. Yields the product CC1=NC=CC(=C1)C1=CC=C(C=C1)CC(=O)NC1=CC=C(C=N1)N1CCN(CC1)C(=O)OC (Methyl 4-(6-(2-(4-(2-methylpyridin-4-yl)phenyl)acetamido)pyridin-3-yl)piperazine-1-carboxylate). As a reaction SMILES: [CH3:1][C:2]1[CH:7]=[C:6]([C:8]2[CH:13]=[CH:12][C:11]([CH2:14][C:15]([NH:17][C:18]3[CH:23]=[CH:22][C:21]([N:24]4[CH2:29][CH2:28][NH:27][CH2:26][CH2:25]4)=[CH:20][N:19]=3)=[O:16])=[CH:10][CH:9]=2)[CH:5]=[CH:4][N:3]=1.CCN(C(C)C)C(C)C.Cl[C:40]([O:42][CH3:43])=[O:41]>C1COCC1>[CH3:1][C:2]1[CH:7]=[C:6]([C:8]2[CH:13]=[CH:12][C:11]([CH2:14][C:15]([NH:17][C:18]3[N:19]=[CH:20][C:21]([N:24]4[CH2:29][CH2:28][N:27]([C:40]([O:42][CH3:43])=[O:41])[CH2:26][CH2:25]4)=[CH:22][CH:23]=3)=[O:16])=[CH:10][CH:9]=2)[CH:5]=[CH:4][N:3]=1. Procedure details: To the solution of 2-(4-(2-methylpyridin-4-yl)phenyl)-N-(5-(piperazin-1-yl)pyridin-2-yl)acetamide 131-1 (20 mg, 0.05 mmol) in THF (1 mL) was added DIEA (19 mg, 0.15 mmol) and methyl chloroformate (5.2 mg, 0.055 mmol). The reaction was stirred at room temperature for 40 min. The solvent was removed by rotary evaporation and the residue was purified by reverse phase HPLC to give N-(5-(4-acetylpiperazin-1-yl)pyridin-2-yl)-2-(4-(2-methylpyridin-4-yl)phenyl)acetamide 132 as off-white solid. MS m/z 44... The reactants are C(C)OC(=O)OCOP(=O)(CC1CCCCC1)CC(CNC(=O)OCC1=CC=CC=C1)O ((3-Benzyloxycarbonylamino-2-hydroxy-propyl)-cyclohexylmethyl-phosphinic acid ethoxycarbonyloxymethyl ester). The reagents and catalysts are [Pd] (Pd/C). Run in C(C)O (ethanol), [H][H] (hydrogen). Yields the product C(C)OC(=O)OCOP(=O)(CC1CCCCC1)C[C@@H](CN)O (((R)-3-Amino-2-hydroxy-propyl)-cyclohexylmethyl-phosphinic acid ethoxycarbonyloxymethyl ester). The yield is 100.0%. RXN SMILES: [CH2:1]([O:3][C:4]([O:6][CH2:7][O:8][P:9]([CH2:18][CH:19]([OH:32])[CH2:20][NH:21]C(OCC1C=CC=CC=1)=O)([CH2:11][CH:12]1[CH2:17][CH2:16][CH2:15][CH2:14][CH2:13]1)=[O:10])=[O:5])[CH3:2]>C(O)C.[H][H].[Pd]>[CH2:1]([O:3][C:4]([O:6][CH2:7][O:8][P:9]([CH2:18][C@H:19]([OH:32])[CH2:20][NH2:21])([CH2:11][CH:12]1[CH2:17][CH2:16][CH2:15][CH2:14][CH2:13]1)=[O:10])=[O:5])[CH3:2]. Reported procedure: (3-Benzyloxycarbonylamino-2-hydroxy-propyl)-cyclohexylmethyl-phosphinic acid ethoxycarbonyloxymethyl ester (0.263 g, 0.56 mmol) was dissolved in absolute ethanol (28 mL) and hydrogenated at RT via a hydrogen Paar shaker for 1 h at 55 psi with 10% Pd/C (0.127 g). The reaction mixture was filtered through celite and concentrated in vacuo to yield the title compound (187 mg, 0.56 mmol) as a foamy white solid. 1H NMR (CDCl3, 300 MHz): 7.90 (bs, 2H), 5.69 (m, 2H), 4.51 (bs, 1H), 4.23 (q, 2H), 3.27 (m... Starting materials: O (water), FC1=CC=C(COC2=CC=C(C=C2)C(C(=O)OC)O)C=C1 (Methyl 2-{4-[(4-fluorobenzyl)oxy]phenyl}-2-hydroxyacetate), COCCOCCl (2-methoxyethoxymethylchloride), [H-].[Na+] (sodium hydride). Solvent: O1CCCC1 (tetrahydrofuran). Run at time 30 minute. The product is FC1=CC=C(COC2=CC=C(C=C2)C(C(=O)OC)OCOCCOC)C=C1 (methyl 2-{4-[(4-fluorobenzyl)oxy]phenyl}-2-[(2-methoxyethoxy)methoxy]acetate). Yield: 63.6%. Reaction SMILES: [F:1][C:2]1[CH:21]=[CH:20][C:5]([CH2:6][O:7][C:8]2[CH:13]=[CH:12][C:11]([CH:14]([OH:19])[C:15]([O:17][CH3:18])=[O:16])=[CH:10][CH:9]=2)=[CH:4][CH:3]=1.[H-].[Na+].[CH3:24][O:25][CH2:26][CH2:27][O:28][CH2:29]Cl.O>O1CCCC1>[F:1][C:2]1[CH:3]=[CH:4][C:5]([CH2:6][O:7][C:8]2[CH:13]=[CH:12][C:11]([CH:14]([O:19][CH2:24][O:25][CH2:26][CH2:27][O:28][CH3:29])[C:15]([O:17][CH3:18])=[O:16])=[CH:10][CH:9]=2)=[CH:20][CH:21]=1 |f:1.2|. Procedure details: Methyl 2-{4-[(4-fluorobenzyl)oxy]phenyl}-2-hydroxyacetate (0.507 g, 1.75 mmol) was dissolved in tetrahydrofuran (9 ml), and sodium hydride (0.09 g, 2.27 mmol) was added thereto while being cooled with ice. The mixture was stirred for 30 minutes at room temperature, and 2-methoxyethoxymethylchloride (0.26 ml, 2.27 mmol) was added thereto while being cooled with ice. After being stirred for 62 hours at room temperature, the mixture, with water added thereto, was extracted with ethyl acetate. The o...